Dataset: the Open Reaction Database (ORD), a public repository of structured organic reaction records. Task: describe an organic reaction: reactants, conditions, products, and yield Reactants: C(C)(C)(C)OC(=O)N1CC(CC1)O (tert.butyl-3-hydroxy-1-pyrrolidinecarboxylate), C(C)(=O)OCC (ethyl acetate), C(C)(=O)OC(C)=O (acetic anhydride), N1=CC=CC=C1 (pyridine). The reagents and catalysts are [O-2].[Cr+6].[O-2].[O-2] (Chromium (vi) oxide). Solvent: C(Cl)Cl (CH2Cl2), C(Cl)Cl (CH2Cl2). Reaction conditions: time 15 minute. The product is C(C)(C)(C)OC(=O)N1C(CCC1)=O (tert-Butyl-2-oxo-1-pyrrolidinecarboxylate). RXN SMILES: N1C=CC=CC=1.[C:7]([O:11][C:12]([N:14]1[CH2:18][CH2:17][CH:16](O)[CH2:15]1)=[O:13])([CH3:10])([CH3:9])[CH3:8].C(OC(=O)C)(=[O:22])C.C(OCC)(=O)C>C(Cl)Cl.[O-2].[Cr+6].[O-2].[O-2]>[C:7]([O:11][C:12]([N:14]1[CH2:18][CH2:17][CH2:16][C:15]1=[O:22])=[O:13])([CH3:10])([CH3:9])[CH3:8] |f:5.6.7.8|. Procedure: Chromium (vi) oxide (800 mg, 8.0 mmol) was added to pyridine (1.6 mL) in CH2Cl2 (10 mL) and the resulting solution was stirred for 15 min at room temperature. A solution of tert.butyl-3-hydroxy-1-pyrrolidinecarboxylate (374.5 mg, 2.0 mmol) in CH2Cl2 (5 mL) was added, immediately followed by acetic anhydride and the reaction mixture kept at room temperature for 15 min. After addition of ethyl acetate, decanted and filtered through a short column of silica gel. The filtrate was concentrated to giv... Starting materials: Cc1ccc(C)c2c1CN(NC(=O)OC(C)(C)C)C2, Cl. Yields the product Cc1ccc(C)c2c1CN(N)C2. Reaction SMILES: [C:1]([O:2][C:3](=[O:4])[NH:8][N:9]1[CH2:10][c:11]2[c:12]([CH3:19])[cH:13][cH:14][c:15]([CH3:18])[c:16]2[CH2:17]1)([CH3:5])([CH3:6])[CH3:7].[ClH:20]>>[NH2:8][N:9]1[CH2:10][c:11]2[c:12]([CH3:19])[cH:13][cH:14][c:15]([CH3:18])[c:16]2[CH2:17]1. Starting materials: CC(C)(C)OC(=O)N1CCC(N)C1, O=C([O-])[O-], CC#N, CCOC(C)=O, ClCCCCOc1ccccn1, [I-], [K+], [K+], [Na+], O. Yields the product CC(C)(C)OC(=O)N1CCC(NCCCCOc2ccccn2)C1. Reaction SMILES: [C:1]([CH3:2])([CH3:3])([CH3:4])[O:5][C:6](=[O:7])[N:8]1[CH2:9][CH:10]([NH2:13])[CH2:11][CH2:12]1.[C:26](=[O:27])([O-:28])[O-:29].[CH3:34][C:35]#[N:36].[CH3:37][CH2:38][O:39][C:40](=[O:41])[CH3:42].[Cl:14][CH2:15][CH2:16][CH2:17][CH2:18][O:19][c:20]1[n:21][cH:22][cH:23][cH:24][cH:25]1.[I-:33].[K+:30].[K+:31].[Na+:32].[OH2:43]>>[C:1]([CH3:2])([CH3:3])([CH3:4])[O:5][C:6](=[O:7])[N:8]1[CH2:9][CH:10]([NH:13][CH2:15][CH2:16][CH2:17][CH2:18][O:19][c:20]2[n:21][cH:22][cH:23][cH:24][cH:25]2)[CH2:11][CH2:12]1. Reactants: O=C(O)c1ccc(OCc2ccccc2)cc1, O=S(Cl)Cl, c1ccccc1. Product: O=C(Cl)c1ccc(OCc2ccccc2)cc1. RXN SMILES: [CH2:1]([c:2]1[cH:3][cH:4][cH:5][cH:6][cH:7]1)[O:8][c:9]1[cH:10][cH:11][c:12]([C:13](=[O:14])[OH:15])[cH:16][cH:17]1.[S:18]([Cl:19])([Cl:20])=[O:21].[cH:22]1[cH:23][cH:24][cH:25][cH:26][cH:27]1>>[CH2:1]([c:2]1[cH:3][cH:4][cH:5][cH:6][cH:7]1)[O:8][c:9]1[cH:10][cH:11][c:12]([C:13](=[O:14])[Cl:20])[cH:16][cH:17]1. The reactants are CNC1=CC=C(C=C1)CC(=O)OCC (N-methyl-4-ethoxycarbonylmethylaniline), C(O)([O-])=O.[Na+] (sodium hydrogencarbonate), BrCC1=C(C(=O)OCC)C=CC=C1 (Ethyl 2-bromomethylbenzoate). Solvent: O (water). Conditions: temperature 90 celsius. Yields the product CN(C1=CC=C(C=C1)CC(=O)OCC)CC1=C(C=CC=C1)C(=O)OCC (N-methyl-N(2-ethoxycarbonylbenzyl)-4-ethoxycarbonylmethylaniline). The yield is 112.1%. Reaction SMILES: [CH3:1][NH:2][C:3]1[CH:8]=[CH:7][C:6]([CH2:9][C:10]([O:12][CH2:13][CH3:14])=[O:11])=[CH:5][CH:4]=1.C(=O)([O-])O.[Na+].Br[CH2:21][C:22]1[CH:32]=[CH:31][CH:30]=[CH:29][C:23]=1[C:24]([O:26][CH2:27][CH3:28])=[O:25]>O>[CH3:1][N:2]([CH2:21][C:22]1[CH:32]=[CH:31][CH:30]=[CH:29][C:23]=1[C:24]([O:26][CH2:27][CH3:28])=[O:25])[C:3]1[CH:4]=[CH:5][C:6]([CH2:9][C:10]([O:12][CH2:13][CH3:14])=[O:11])=[CH:7][CH:8]=1 |f:1.2|. Procedure: A mixture of N-methyl-4-ethoxycarbonylmethylaniline (10 g), sodium hydrogencarbonate (5 g) and water (5 ml) was heated to 90° C. on an oil bath. Ethyl 2-bromomethylbenzoate (12.2 g) was gradually added dropwise to the mixture with stirring. Then, the mixture was stirred for 2 hours at 90° C. The reaction mixture was cooled, and extracted with benzene. The extract was washed with water. The benzene layer was extracted with 2 N-HCl. The aqueous layer was neutralized with potassium carbonate while ... Procedure: Prepared by partial saponification of 8-(2-methoxy-4-cyanophenyl)-3H-purin-2-one with concentrated sulfuric acid at ambient temperature. Product: COC1=C(C=CC(=C1)C(=O)N)C1=NC=2NC(N=CC2N1)=O (8-(2-Methoxy-4-aminocarbonyl-phenyl)-3H-purin-2-one). Starting materials: COC1=C(C=CC(=C1)C#N)C1=NC=2NC(N=CC2N1)=O (8-(2-methoxy-4-cyanophenyl)-3H-purin-2-one), S(O)(O)(=O)=O (sulfuric acid). As a reaction SMILES: [CH3:1][O:2][C:3]1[CH:8]=[C:7]([C:9]#[N:10])[CH:6]=[CH:5][C:4]=1[C:11]1[NH:19][C:18]2[CH:17]=[N:16][C:15](=[O:20])[NH:14][C:13]=2[N:12]=1.S(=O)(=O)(O)[OH:22]>>[CH3:1][O:2][C:3]1[CH:8]=[C:7]([C:9]([NH2:10])=[O:22])[CH:6]=[CH:5][C:4]=1[C:11]1[NH:19][C:18]2[CH:17]=[N:16][C:15](=[O:20])[NH:14][C:13]=2[N:12]=1. Starting materials: CCOc1cc(C(C)(C)C)ncc1C1=NC(C)(c2ccc(Cl)cc2)C(C)(c2ccc(Cl)cc2)N1C(=O)N1CCC(CC(=O)O)CC1, Cc1ccc2c(c1)CCCN2. Yields the product CCOc1cc(C(C)(C)C)ncc1C1=NC(C)(c2ccc(Cl)cc2)C(C)(c2ccc(Cl)cc2)N1C(=O)N1CCC(CC(=O)N2CCCc3cc(C)ccc32)CC1. As a reaction SMILES: [C:1]([CH3:2])([CH3:3])([CH3:4])[c:5]1[cH:6][c:7]([O:44][CH2:45][CH3:46])[c:8]([C:11]2=[N:15][C:14]([CH3:16])([c:17]3[cH:18][cH:19][c:20]([Cl:23])[cH:21][cH:22]3)[C:13]([CH3:24])([c:25]3[cH:26][cH:27][c:28]([Cl:31])[cH:29][cH:30]3)[N:12]2[C:32](=[O:33])[N:34]2[CH2:35][CH2:36][CH:37]([CH2:40][C:41](=[O:42])[OH:43])[CH2:38][CH2:39]2)[cH:9][n:10]1.[CH3:47][c:48]1[cH:49][c:50]2[c:55]([cH:56][cH:57]1)[NH:54][CH2:53][CH2:52][CH2:51]2>>[C:1]([CH3:2])([CH3:3])([CH3:4])[c:5]1[cH:6][c:7]([O:44][CH2:45][CH3:46])[c:8]([C:11]2=[N:15][C:14]([CH3:16])([c:17]3[cH:18][cH:19][c:20]([Cl:23])[cH:21][cH:22]3)[C:13]([CH3:24])([c:25]3[cH:26][cH:27][c:28]([Cl:31])[cH:29][cH:30]3)[N:12]2[C:32](=[O:33])[N:34]2[CH2:35][CH2:36][CH:37]([CH2:40][C:41](=[O:42])[N:54]3[CH2:53][CH2:52][CH2:51][c:50]4[cH:49][c:48]([CH3:47])[cH:57][cH:56][c:55]43)[CH2:38][CH2:39]2)[cH:9][n:10]1.